This data is from the Open Reaction Database (ORD), a public repository of structured organic reaction records. The task is: describe an organic reaction: reactants, conditions, products, and yield The reactants are C12(C(C1)C(=O)OCC)C1CCCC1C2 (Ethyl spiro[bicyclo[3.2.0]heptane-6,1′-cyclopropane]-2′-carboxylate), C1(CC12CCCCC2)C(=O)OCC (Ethyl spiro[2.5]octane-1-carboxylate). The product is C12(C(C1)C(=O)O)C1CCCC1C2 (Spiro[bicyclo[3.2.0]heptane-6,1′-cyclopropane]-2′-carboxylic acid). Reaction SMILES: [C:1]12([CH2:14][CH:13]3[CH:9]1[CH2:10][CH2:11][CH2:12]3)[CH2:3][CH:2]2[C:4]([O:6]CC)=[O:5].C1(C(OCC)=O)C2(CCCCC2)C1>>[C:1]12([CH2:14][CH:13]3[CH:9]1[CH2:10][CH2:11][CH2:12]3)[CH2:3][CH:2]2[C:4]([OH:6])=[O:5]. Reported procedure: The title compound was prepared as described in Example 1B substituting the product from Example 58B for the product from Example 1A. MS (CI) m/z 67 (M+H)+. The reactants are COC1=NC=CC2=C1C(=NN2CC2=CC=C(C=C2)OC)C=2C=C(SC2)C(=O)OC (methyl 4-(4-methoxy-1-(4-methoxybenzyl)-1H-pyrazolo[4,3-c]pyridin-3-yl)thiophene-2-carboxylate), [I-].[Na+] (sodium iodide), Cl[Si](C)(C)C (chloro(trimethyl)silane), C(O)([O-])=O.[Na+] (sodium hydrogencarbonate). The solvent is C(C)#N (acetonitrile). Run at temperature 50 celsius, time 1 hour. Yields the product COC1=CC=C(CN2N=C(C=3C(NC=CC32)=O)C=3C=C(SC3)C(=O)OC)C=C1 (methyl 4-(1-(4-methoxybenzyl)-4-oxo-4,5-dihydro-1H-pyrazolo[4,3-c]pyridin-3-yl)thiophene-2-carboxylate). The yield is 68.6%. As a reaction SMILES: C[O:2][C:3]1[C:8]2[C:9]([C:21]3[CH:22]=[C:23]([C:26]([O:28][CH3:29])=[O:27])[S:24][CH:25]=3)=[N:10][N:11]([CH2:12][C:13]3[CH:18]=[CH:17][C:16]([O:19][CH3:20])=[CH:15][CH:14]=3)[C:7]=2[CH:6]=[CH:5][N:4]=1.[I-].[Na+].Cl[Si](C)(C)C.C(=O)([O-])O.[Na+]>C(#N)C>[CH3:20][O:19][C:16]1[CH:15]=[CH:14][C:13]([CH2:12][N:11]2[C:7]3[CH:6]=[CH:5][NH:4][C:3](=[O:2])[C:8]=3[C:9]([C:21]3[CH:22]=[C:23]([C:26]([O:28][CH3:29])=[O:27])[S:24][CH:25]=3)=[N:10]2)=[CH:18][CH:17]=1 |f:1.2,4.5|. Reported procedure: To a solution of methyl 4-(4-methoxy-1-(4-methoxybenzyl)-1H-pyrazolo[4,3-c]pyridin-3-yl)thiophene-2-carboxylate (75.0 mg) in acetonitrile (5 mL) were added sodium iodide (68.6 mg) and chloro(trimethyl)silane (0.232 mL), and the mixture was stirred at 50° C. for 1 hr. To the reaction mixture was added saturated aqueous sodium hydrogencarbonate solution, and the mixture was extracted with ethyl acetate. The organic layer was washed with saturated brine, dried over anhydrous sodium sulfate, and con... Reaction SMILES: [CH3:1][c:2]1[n:3][n:4][c:5]([NH2:7])[o:6]1.[H-:8].[N+:10]([c:11]1[cH:12][cH:13][c:14]([O:19][C:20](=[O:15])[N:22]2[CH2:23][CH:24]([O:26][c:27]3[n:28][cH:29][c:30](-[c:33]4[c:34]([F:39])[cH:35][cH:36][cH:37][cH:38]4)[cH:31][cH:32]3)[CH2:25]2)[cH:16][cH:17]1)([O-:18])=[O:21].[Na+:9].[O:40]=[CH:41][N:42]([CH3:43])[CH3:44]>>[CH3:1][c:2]1[n:3][n:4][c:5]([NH:7][C:20](=[O:19])[N:22]2[CH2:23][CH:24]([O:26][c:27]3[n:28][cH:29][c:30](-[c:33]4[c:34]([F:39])[cH:35][cH:36][cH:37][cH:38]4)[cH:31][cH:32]3)[CH2:25]2)[o:6]1. The reactants are Cc1nnc(N)o1, [H-], O=C(Oc1ccc([N+](=O)[O-])cc1)N1CC(Oc2ccc(-c3ccccc3F)cn2)C1, [Na+], CN(C)C=O. Yields the product Cc1nnc(NC(=O)N2CC(Oc3ccc(-c4ccccc4F)cn3)C2)o1.